Dataset: the Open Reaction Database (ORD), a public repository of structured organic reaction records. Task: describe an organic reaction: reactants, conditions, products, and yield Reactants: Cc1cc(C(=O)Nc2cc(Oc3ccc(N)nc3)ccc2Cl)n(C)n1, Cc1ccc(S(=O)(=O)Cl)cc1, c1ccncc1. Product: Cc1ccc(S(=O)(=O)Nc2ccc(Oc3ccc(Cl)c(NC(=O)c4cc(C)nn4C)c3)cn2)cc1. Reaction SMILES: [NH2:1][c:2]1[cH:3][cH:4][c:5]([O:8][c:9]2[cH:10][cH:11][c:12]([Cl:25])[c:13]([NH:15][C:16](=[O:17])[c:18]3[cH:19][c:20]([CH3:24])[n:21][n:22]3[CH3:23])[cH:14]2)[cH:6][n:7]1.[c:26]1([CH3:36])[cH:27][cH:28][c:29]([S:32](=[O:33])(=[O:34])[Cl:35])[cH:30][cH:31]1.[cH:37]1[cH:38][cH:39][n:40][cH:41][cH:42]1>>[NH:1]([c:2]1[cH:3][cH:4][c:5]([O:8][c:9]2[cH:10][cH:11][c:12]([Cl:25])[c:13]([NH:15][C:16](=[O:17])[c:18]3[cH:19][c:20]([CH3:24])[n:21][n:22]3[CH3:23])[cH:14]2)[cH:6][n:7]1)[S:32]([c:29]1[cH:28][cH:27][c:26]([CH3:36])[cH:31][cH:30]1)(=[O:33])=[O:34]. The reactants are Cl (HCl), O1CCOCC1 (1,4 dioxane), C[C@@H](CCC)OC1=NC(=C2N=C(N(C2=N1)CCCCCNC1CCOCC1)OC)N (2-{[(1S)-1-Methylbutyl]oxy}-8-(methyloxy)-9-[5-(tetrahydro-2H-pyran-4-ylamino)pentyl]-9H-purin-6-amine). Solvent: CO (methanol). Reaction conditions: time 8 hour. The product is NC1=C2NC(N(C2=NC(=N1)O[C@H](CCC)C)CCCCCNC1CCOCC1)=O (6-Amino-2-{[(1S)-1-methylbutyl]oxy}-9-[5-(tetrahydro-2H-pyran-4-ylamino)pentyl]-7,9-dihydro-8H-purin-8-one). The yield is 68.2%. RXN SMILES: [CH3:1][C@H:2]([O:6][C:7]1[N:15]=[C:14]2[C:10]([N:11]=[C:12]([O:28]C)[N:13]2[CH2:16][CH2:17][CH2:18][CH2:19][CH2:20][NH:21][CH:22]2[CH2:27][CH2:26][O:25][CH2:24][CH2:23]2)=[C:9]([NH2:30])[N:8]=1)[CH2:3][CH2:4][CH3:5].Cl.O1CCOCC1>CO>[NH2:30][C:9]1[N:8]=[C:7]([O:6][C@@H:2]([CH3:1])[CH2:3][CH2:4][CH3:5])[N:15]=[C:14]2[C:10]=1[NH:11][C:12](=[O:28])[N:13]2[CH2:16][CH2:17][CH2:18][CH2:19][CH2:20][NH:21][CH:22]1[CH2:27][CH2:26][O:25][CH2:24][CH2:23]1. Procedure: 2-{[(1S)-1-Methylbutyl]oxy}-8-(methyloxy)-9-[5-(tetrahydro-2H-pyran-4-ylamino)pentyl]-9H-purin-6-amine (35.47 mg, 0.084 mmol) was stirred in methanol (2.3 ml) and treated with 4M HCl in 1,4 dioxane (0.527 ml, 2.109 mmol). The reaction was stirred in a capped vial overnight and then evaporated under nitrogen and the residue dissolved in 1:1 DMSO:MeOH (1 ml) and purified by Mass Directed AutoPrep (Method A). Product-containing fractions were combined and evaporated in a nitrogen blowdown unit to g... The reactants are ClC(C=1C=C2C(NC(NC2=CC1)=O)=O)C1=CC=CC=C1 (6-(chlorophenylmethyl)-2,4(1H,3H)-quinazolinedione), N1N=CN=C1 (1H-1,2,4-triazole). The solvent is C(C)#N (acetonitrile). Run at time 2 hour. Yields the product C1(=CC=CC=C1)C(C=1C=C2C(NC(NC2=CC1)=O)=O)N1N=CN=C1 (6-[phenyl(1H-1,2,4-triazol-1-yl)methyl]-2,4(1H,3H)-quinazolinedione). The yield is 34.1%. As a reaction SMILES: Cl[CH:2]([C:15]1[CH:20]=[CH:19][CH:18]=[CH:17][CH:16]=1)[C:3]1[CH:4]=[C:5]2[C:10](=[CH:11][CH:12]=1)[NH:9][C:8](=[O:13])[NH:7][C:6]2=[O:14].[NH:21]1[CH:25]=[N:24][CH:23]=[N:22]1>C(#N)C>[C:15]1([CH:2]([N:21]2[CH:25]=[N:24][CH:23]=[N:22]2)[C:3]2[CH:4]=[C:5]3[C:10](=[CH:11][CH:12]=2)[NH:9][C:8](=[O:13])[NH:7][C:6]3=[O:14])[CH:20]=[CH:19][CH:18]=[CH:17][CH:16]=1. Procedure: A mixture of 5.8 parts of 6-(chlorophenylmethyl)-2,4(1H,3H)-quinazolinedione, 10 parts of 1H-1,2,4-triazole and 158 parts of acetonitrile was stirred for 1 hour at room temperature and for 2 hours at reflux temperature. The solvent was evaporated and the residue was washed with water. The precipitate was filtered off and purified by column chromatography (silica gel; CH2Cl2 /CH3OH 90:10). The eluent of the first fraction was evaporated and the residue was washed with ethyl acetate and dried, yie... The reactants are CCB(CC)c1cccnc1, COC(OC)c1ccc(Br)cc1, [K+], C1CCOC1, [OH-], c1ccc(P(c2ccccc2)(c2ccccc2)[Pd](P(c2ccccc2)(c2ccccc2)c2ccccc2)(P(c2ccccc2)(c2ccccc2)c2ccccc2)P(c2ccccc2)(c2ccccc2)c2ccccc2)cc1. Product: COC(OC)c1ccc(-c2cccnc2)cc1. RXN SMILES: [CH2:1]([B:2]([CH2:3][CH3:10])[c:4]1[cH:5][n:6][cH:7][cH:8][cH:9]1)[CH3:11].[CH3:14][O:15][CH:16]([c:17]1[cH:18][cH:19][c:20]([Br:23])[cH:21][cH:22]1)[O:24][CH3:25].[K+:13].[O:26]1[CH2:27][CH2:28][CH2:29][CH2:30]1.[OH-:12].[cH:31]1[cH:32][cH:33][c:34]([P:35]([Pd:36]([P:37]([c:38]2[cH:39][cH:40][cH:41][cH:42][cH:43]2)([c:44]2[cH:45][cH:46][cH:47][cH:48][cH:49]2)[c:50]2[cH:51][cH:52][cH:53][cH:54][cH:55]2)([P:56]([c:57]2[cH:58][cH:59][cH:60][cH:61][cH:62]2)([c:63]2[cH:64][cH:65][cH:66][cH:67][cH:68]2)[c:69]2[cH:70][cH:71][cH:72][cH:73][cH:74]2)[P:75]([c:76]2[cH:77][cH:78][cH:79][cH:80][cH:81]2)([c:82]2[cH:83][cH:84][cH:85][cH:86][cH:87]2)[c:88]2[cH:89][cH:90][cH:91][cH:92][cH:93]2)([c:94]2[cH:95][cH:96][cH:97][cH:98][cH:99]2)[c:100]2[cH:101][cH:102][cH:103][cH:104][cH:105]2)[cH:106][cH:107]1>>[c:4]1(-[c:20]2[cH:19][cH:18][c:17]([CH:16]([O:15][CH3:14])[O:24][CH3:25])[cH:22][cH:21]2)[cH:5][n:6][cH:7][cH:8][cH:9]1. The reactants are [Al+3], CCOC(=O)C(C)(C)N1COC(C)=C(c2ccccc2)C1=O, [H-], [H-], [H-], [H-], [Li+], C1CCOC1. Product: CC1=C(c2ccccc2)C(=O)N(C(C)(C)C=O)CO1. RXN SMILES: [Al+3:24].[CH3:1][C:2]1=[C:3]([c:17]2[cH:18][cH:19][cH:20][cH:21][cH:22]2)[C:4](=[O:16])[N:5]([C:8]([C:9](=[O:10])[O:11][CH2:12][CH3:13])([CH3:14])[CH3:15])[CH2:6][O:7]1.[H-:23].[H-:26].[H-:27].[H-:28].[Li+:25].[O:29]1[CH2:30][CH2:31][CH2:32][CH2:33]1>>[CH3:1][C:2]1=[C:3]([c:17]2[cH:18][cH:19][cH:20][cH:21][cH:22]2)[C:4](=[O:16])[N:5]([C:8]([CH:9]=[O:10])([CH3:14])[CH3:15])[CH2:6][O:7]1. The reactants are CC(=O)c1ccc(OCc2ccc(C(O)c3cccc(C(=O)O)c3)cc2)c(C)c1O, CC[SiH](CC)CC, ClCCl, O. Yields the product CC(=O)c1ccc(OCc2ccc(Cc3cccc(C(=O)O)c3)cc2)c(C)c1O. Reaction SMILES: [C:1]([CH3:2])(=[O:3])[c:4]1[c:5]([OH:30])[c:6]([CH3:29])[c:7]([O:8][CH2:9][c:10]2[cH:11][cH:12][c:13]([CH:16]([c:17]3[cH:18][c:19]([C:20](=[O:21])[OH:22])[cH:23][cH:24][cH:25]3)[OH:26])[cH:14][cH:15]2)[cH:27][cH:28]1.[CH2:31]([SiH:32]([CH2:33][CH3:34])[CH2:35][CH3:36])[CH3:37].[Cl:38][CH2:39][Cl:40].[OH2:41]>>[C:1]([CH3:2])(=[O:3])[c:4]1[c:5]([OH:30])[c:6]([CH3:29])[c:7]([O:8][CH2:9][c:10]2[cH:11][cH:12][c:13]([CH2:16][c:17]3[cH:18][c:19]([C:20](=[O:21])[OH:22])[cH:23][cH:24][cH:25]3)[cH:14][cH:15]2)[cH:27][cH:28]1. The reactants are N12CCC(CC1)(CC2)C(C#N)(C2=CC=CC=C2)C2=CC=CC=C2 (1-azabicyclo[2.2.2]oct-4-yl(diphenyl)acetonitrile), C1(=CC=CC=C1)COCCCBr (3-bromopropyl phenylmethyl ether). The solvent is 2CH3CN/3CHCl3. Yields the product [Br-].C(#N)C(C12CC[N+](CC1)(CC2)CCCOCC2=CC=CC=C2)(C2=CC=CC=C2)C2=CC=CC=C2 (4-[cyano(diphenyl)methyl]-1-{3-[(phenylmethyl)oxy]propyl}-1-azoniabicyclo[2.2.2]octane bromide). Yield: 66.4%. Reaction SMILES: [N:1]12[CH2:8][CH2:7][C:4]([C:9]([C:18]3[CH:23]=[CH:22][CH:21]=[CH:20][CH:19]=3)([C:12]3[CH:17]=[CH:16][CH:15]=[CH:14][CH:13]=3)[C:10]#[N:11])([CH2:5][CH2:6]1)[CH2:3][CH2:2]2.[C:24]1([CH2:30][O:31][CH2:32][CH2:33][CH2:34][Br:35])[CH:29]=[CH:28][CH:27]=[CH:26][CH:25]=1>>[Br-:35].[C:10]([C:9]([C:18]1[CH:19]=[CH:20][CH:21]=[CH:22][CH:23]=1)([C:12]1[CH:13]=[CH:14][CH:15]=[CH:16][CH:17]=1)[C:4]12[CH2:5][CH2:6][N+:1]([CH2:34][CH2:33][CH2:32][O:31][CH2:30][C:24]3[CH:29]=[CH:28][CH:27]=[CH:26][CH:25]=3)([CH2:2][CH2:3]1)[CH2:8][CH2:7]2)#[N:11] |f:2.3|. Reported procedure: Following the general procedure outlined in Example 7, 1-azabicyclo[2.2.2]oct-4-yl(diphenyl)acetonitrile (0.0495 g, 0.164 mmol) and 3-bromopropyl phenylmethyl ether (0.050 mL, 0.283 mmol) in 2CH3CN/3CHCl3 (4.0 mL) were reacted to give the desired product (0.0579 g, 66.6%). EI-MS m/z 451(M+) Rt (2.28 min). Starting materials: COC(=O)c1ccc(-c2ccc(CC(C)(C)NC(=O)OCc3ccccc3)cc2)cc1CC(C)C, CO, O=C[O-], [NH4+], O. The product is COC(=O)c1ccc(-c2ccc(CC(C)(C)N)cc2)cc1CC(C)C. Reaction SMILES: [CH2:1]([O:2][C:3](=[O:4])[NH:11][C:12]([CH2:13][c:14]1[cH:15][cH:16][c:17](-[c:20]2[cH:21][c:22]([CH2:30][CH:31]([CH3:32])[CH3:33])[c:23]([C:26](=[O:27])[O:28][CH3:29])[cH:24][cH:25]2)[cH:18][cH:19]1)([CH3:34])[CH3:35])[c:5]1[cH:6][cH:7][cH:8][cH:9][cH:10]1.[CH3:40][OH:41].[CH:36]([O-:37])=[O:38].[NH4+:39].[OH2:42]>>[NH2:11][C:12]([CH2:13][c:14]1[cH:15][cH:16][c:17](-[c:20]2[cH:21][c:22]([CH2:30][CH:31]([CH3:32])[CH3:33])[c:23]([C:26](=[O:27])[O:28][CH3:29])[cH:24][cH:25]2)[cH:18][cH:19]1)([CH3:34])[CH3:35]. Product: Cc1cc(Nc2ccc(Cl)cc2)nc(Cl)n1. Starting materials: CC#N, CCN(C(C)C)C(C)C, Cc1cc(Cl)nc(Cl)n1, Nc1ccc(Cl)cc1. RXN SMILES: [CH3:27][C:28]#[N:29].[CH:18]([N:19]([CH:20]([CH3:21])[CH3:22])[CH2:23][CH3:24])([CH3:25])[CH3:26].[Cl:1][c:2]1[n:3][c:4]([CH3:9])[cH:5][c:6]([Cl:8])[n:7]1.[NH2:10][c:11]1[cH:12][cH:13][c:14]([Cl:15])[cH:16][cH:17]1>>[Cl:1][c:2]1[n:3][c:4]([CH3:9])[cH:5][c:6]([NH:10][c:11]2[cH:12][cH:13][c:14]([Cl:15])[cH:16][cH:17]2)[n:7]1.